This data is from the Open Reaction Database (ORD), a public repository of structured organic reaction records. The task is: describe an organic reaction: reactants, conditions, products, and yield The reactants are CC(C)C(CS(=O)(=O)Cl)C(=O)N1C(=O)OCC1Cc1ccccc1, N#Cc1ccc(-c2cnc(N3CCNCC3)nc2)cc1, O=C(O)C(F)(F)F. Product: CC(C)C(CS(=O)(=O)N1CCN(c2ncc(-c3ccc(C#N)cc3)cn2)CC1)C(=O)N1C(=O)OCC1Cc1ccccc1. RXN SMILES: [CH2:28]([c:29]1[cH:30][cH:31][cH:32][cH:33][cH:34]1)[CH:35]1[N:36]([C:41]([CH:42]([CH:43]([CH3:44])[CH3:45])[CH2:46][S:47](=[O:48])(=[O:49])[Cl:50])=[O:51])[C:37](=[O:40])[O:38][CH2:39]1.[N:1]1([c:7]2[n:8][cH:9][c:10](-[c:13]3[cH:14][cH:15][c:16]([C:17]#[N:18])[cH:19][cH:20]3)[cH:11][n:12]2)[CH2:2][CH2:3][NH:4][CH2:5][CH2:6]1.[OH:21][C:22]([C:23]([F:24])([F:25])[F:26])=[O:27]>>[N:1]1([c:7]2[n:8][cH:9][c:10](-[c:13]3[cH:14][cH:15][c:16]([C:17]#[N:18])[cH:19][cH:20]3)[cH:11][n:12]2)[CH2:2][CH2:3][N:4]([S:47]([CH2:46][CH:42]([C:41]([N:36]2[CH:35]([CH2:28][c:29]3[cH:30][cH:31][cH:32][cH:33][cH:34]3)[CH2:39][O:38][C:37]2=[O:40])=[O:51])[CH:43]([CH3:44])[CH3:45])(=[O:48])=[O:49])[CH2:5][CH2:6]1. Reactants: CCCCCCC.C(C)(=O)OCC (heptane ethyl acetate), C(CCC)[SnH](CCCC)CCCC (Tributyltin hydride), ON1C(CC(CC1(C)C)=O)(C)C (1-oxyl-2,2,6,6-tetramethylpiperidin-4-one), C1(CCCCC1)I (cyclohexyl iodide). The solvent is ClC1=CC=CC=C1 (chlorobenzene). The product is C1(CCCCC1)ON1C(CC(CC1(C)C)=O)(C)C (1-cyclohexyloxy-2,2,6,6-tetramethylpiperidin-4-one). Reaction SMILES: C([SnH](CCCC)CCCC)CCC.[OH:14][N:15]1[C:20]([CH3:22])([CH3:21])[CH2:19][C:18](=[O:23])[CH2:17][C:16]1([CH3:25])[CH3:24].[CH:26]1(I)[CH2:31][CH2:30][CH2:29][CH2:28][CH2:27]1.CCCCCCC.C(OCC)(=O)C>ClC1C=CC=CC=1>[CH:26]1([O:14][N:15]2[C:20]([CH3:21])([CH3:22])[CH2:19][C:18](=[O:23])[CH2:17][C:16]2([CH3:25])[CH3:24])[CH2:31][CH2:30][CH2:29][CH2:28][CH2:27]1 |f:3.4|. Reported procedure: Tributyltin hydride is added to a solution of excess 1-oxyl-2,2,6,6-tetramethylpiperidin-4-one and cyclohexyl iodide in chlorobenzene. The mixture is passed through silica gel with heptane/ethyl acetate to obtain 1-cyclohexyloxy-2,2,6,6-tetramethylpiperidin-4-one, which is free of any bis(4-oxo-2,2,6,6-tetramethylpiperidin-1-yloxy)cyclohexane bridged material. Reactants: CCC(CC)C(=O)Nc1ccc(N2CCN(C(C(=O)N(CC)CC)c3ccccc3)CC2)c(Br)c1, CCNCC, C#C[Si](C)(C)C, [Cu]I, CN(C)C=O, Cl[Pd]Cl, c1ccc(P(c2ccccc2)c2ccccc2)cc1, c1ccc(P(c2ccccc2)c2ccccc2)cc1, c1ccc(P(c2ccccc2)c2ccccc2)cc1. Product: CCC(CC)C(=O)Nc1ccc(N2CCN(C(C(=O)N(CC)CC)c3ccccc3)CC2)c(C#C[Si](C)(C)C)c1. Reaction SMILES: [Br:1][c:2]1[cH:3][c:4]([NH:28][C:29]([CH:30]([CH2:31][CH3:32])[CH2:33][CH3:34])=[O:35])[cH:5][cH:6][c:7]1[N:8]1[CH2:9][CH2:10][N:11]([CH:14]([c:15]2[cH:16][cH:17][cH:18][cH:19][cH:20]2)[C:21]([N:22]([CH2:23][CH3:24])[CH2:25][CH3:26])=[O:27])[CH2:12][CH2:13]1.[CH2:55]([NH:56][CH2:57][CH3:58])[CH3:59].[CH3:60][Si:61]([CH3:62])([CH3:63])[C:64]#[CH:65].[Cu:71][I:72].[O:66]=[CH:67][N:68]([CH3:69])[CH3:70].[Pd:73]([Cl:74])[Cl:75].[c:36]1([P:37]([c:38]2[cH:39][cH:40][cH:41][cH:42][cH:43]2)[c:44]2[cH:45][cH:46][cH:47][cH:48][cH:49]2)[cH:50][cH:51][cH:52][cH:53][cH:54]1.[c:76]1([P:77]([c:78]2[cH:79][cH:80][cH:81][cH:82][cH:83]2)[c:84]2[cH:85][cH:86][cH:87][cH:88][cH:89]2)[cH:90][cH:91][cH:92][cH:93][cH:94]1.[c:95]1([P:96]([c:97]2[cH:98][cH:99][cH:100][cH:101][cH:102]2)[c:103]2[cH:104][cH:105][cH:106][cH:107][cH:108]2)[cH:109][cH:110][cH:111][cH:112][cH:113]1>>[c:2]1([C:65]#[C:64][Si:61]([CH3:60])([CH3:62])[CH3:63])[cH:3][c:4]([NH:28][C:29]([CH:30]([CH2:31][CH3:32])[CH2:33][CH3:34])=[O:35])[cH:5][cH:6][c:7]1[N:8]1[CH2:9][CH2:10][N:11]([CH:14]([c:15]2[cH:16][cH:17][cH:18][cH:19][cH:20]2)[C:21]([N:22]([CH2:23][CH3:24])[CH2:25][CH3:26])=[O:27])[CH2:12][CH2:13]1. Starting materials: CC(C)(C)O, C1CCOC1, C[N+]1([O-])CCOCC1, CC(C)=CCON1C(=O)c2ccccc2C1=O, [Na+], [Na+], O, O=S(=O)([O-])S(=O)(=O)[O-]. Yields the product CC(C)(O)C(O)CON1C(=O)c2ccccc2C1=O. RXN SMILES: [C:26]([CH3:27])([CH3:28])([CH3:29])[OH:30].[CH2:31]1[O:32][CH2:33][CH2:34][CH2:35]1.[CH3:18][N+:19]1([O-:20])[CH2:21][CH2:22][O:23][CH2:24][CH2:25]1.[CH3:1][C:2]([CH3:3])=[CH:17][CH2:4][O:5][N:6]1[C:7](=[O:16])[c:8]2[cH:9][cH:10][cH:11][cH:12][c:13]2[C:14]1=[O:15].[Na+:45].[Na+:46].[OH2:36].[S:37]([S:38]([O-:39])(=[O:40])=[O:41])([O-:42])(=[O:43])=[O:44]>>[CH2:4]([O:5][N:6]1[C:7](=[O:16])[c:8]2[cH:9][cH:10][cH:11][cH:12][c:13]2[C:14]1=[O:15])[CH:27]([OH:20])[C:26]([CH3:28])([CH3:29])[OH:30]. Reactants: COC1=C(C=CC(=C1)C(F)(F)F)C1=NC=NC2=CC(=CC=C12)S(=O)(=O)NC=1SC=CN1 (4-(2-methoxy-4-(trifluoromethyl)phenyl)-N-(thiazol-2-yl)quinazoline-7-sulfonamide), C(Cl)Cl (DCM), B(Br)(Br)Br (Boron tribromide). Run in C(C)(=O)OCC (ethyl acetate). Conditions: time 8 hour. The product is OC1=C(C=CC(=C1)C(F)(F)F)C1=NC=NC2=CC(=CC=C12)S(=O)(=O)NC=1SC=CN1 (4-(2-hydroxy-4-(trifluoromethyl)phenyl)-N-(thiazol-2-yl)quinazoline-7-sulfonamide). Reaction SMILES: C[O:2][C:3]1[CH:8]=[C:7]([C:9]([F:12])([F:11])[F:10])[CH:6]=[CH:5][C:4]=1[C:13]1[C:22]2[C:17](=[CH:18][C:19]([S:23]([NH:26][C:27]3[S:28][CH:29]=[CH:30][N:31]=3)(=[O:25])=[O:24])=[CH:20][CH:21]=2)[N:16]=[CH:15][N:14]=1.C(Cl)Cl.B(Br)(Br)Br>C(OCC)(=O)C>[OH:2][C:3]1[CH:8]=[C:7]([C:9]([F:12])([F:11])[F:10])[CH:6]=[CH:5][C:4]=1[C:13]1[C:22]2[C:17](=[CH:18][C:19]([S:23]([NH:26][C:27]3[S:28][CH:29]=[CH:30][N:31]=3)(=[O:24])=[O:25])=[CH:20][CH:21]=2)[N:16]=[CH:15][N:14]=1. Procedure details: A vial was charged with 4-(2-methoxy-4-(trifluoromethyl)phenyl)-N-(thiazol-2-yl)quinazoline-7-sulfonamide (Example 261; 0.100 g, 0.214 mmol) and DCM (2.144 ml) to give a clear solution. Boron tribromide (0.101 ml, 1.072 mmol) was added in one portion at room temperature to give a dark red suspension. The mixture was stirred overnight. The reaction was diluted with ethyl acetate and washed with saturated sodium bicarbonate solution. The aqueous layer was extracted with ethyl acetate, and the comb...